From a dataset of the Open Reaction Database (ORD), a public repository of structured organic reaction records. describe an organic reaction: reactants, conditions, products, and yield The solvent is CC(=O)C (acetone), CN(C)C=O (DMF), CC(=O)C (acetone). Yields the product C(C)N(C1=CC=C(C=C1)C(C)C)C=1SC2=C(C(N1)=O)C=CC=N2 (2-[N-ethyl-N-(4-isopropylphenyl)amino]-4H-pyrido[3,2-e]-1,3-thiazin-4-one). Yield: 68.9%. Reaction SMILES: Cl[C:2]1[N:10]=[CH:9][CH:8]=[CH:7][C:3]=1[C:4]([OH:6])=O.S(Cl)(Cl)=O.[S-:15][C:16]#[N:17].[NH4+].[CH2:19]([NH:21][C:22]1[CH:27]=[CH:26][C:25]([CH:28]([CH3:30])[CH3:29])=[CH:24][CH:23]=1)[CH3:20]>CC(C)=O.CN(C=O)C>[CH2:19]([N:21]([C:16]1[S:15][C:2]2[N:10]=[CH:9][CH:8]=[CH:7][C:3]=2[C:4](=[O:6])[N:17]=1)[C:22]1[CH:27]=[CH:26][C:25]([CH:28]([CH3:29])[CH3:30])=[CH:24][CH:23]=1)[CH3:20] |f:2.3|. The reactants are ClC1=C(C(=O)O)C=CC=N1 (2-chloronicotinic acid), C(C)NC1=CC=C(C=C1)C(C)C (N-ethyl-4-isopropylaniline), S(=O)(Cl)Cl (thionyl chloride), [S-]C#N.[NH4+] (ammonium thiocyanate). Reported procedure: The reaction procedure of Example 85 was followed except that 2.347 g (15.1 mmol) of 2-chloronicotinic acid, 30 ml of thionyl chloride, three droplets of DMF, 1.262 g of ammonium thiocyanate, 15 ml of acetone, 2.583 g of N-ethyl-4-isopropylaniline and 10 ml of acetone were used. The resulting crude product was then recrystallized from a mixture of ethanol, ether and hexane to obtain 3.388 g of 2-[N-ethyl-N-(4-isopropylphenyl)amino]-4H-pyrido[3,2-e]-1,3-thiazin-4-one. Starting materials: COC1=CC=C(C=C1)CSC1=[N+](C=CC=C1)[O-] (2-(4-methoxyphenylmethylthio)pyridine N-oxide), C1=CC(=CC(=C1)Cl)C(=O)OO (MCPBA). Run in C(Cl)(Cl)Cl (chloroform), C(Cl)(Cl)Cl (chloroform). Product: COC1=CC=C(C=C1)CS(=O)C1=[N+](C=CC=C1)[O-] (2-(4-Methoxyphenylmethylsulfinyl)pyridine N-oxide). RXN SMILES: [CH3:1][O:2][C:3]1[CH:8]=[CH:7][C:6]([CH2:9][S:10][C:11]2[CH:16]=[CH:15][CH:14]=[CH:13][N+:12]=2[O-:17])=[CH:5][CH:4]=1.C1C=C(Cl)C=C(C(OO)=[O:26])C=1>C(Cl)(Cl)Cl>[CH3:1][O:2][C:3]1[CH:8]=[CH:7][C:6]([CH2:9][S:10]([C:11]2[CH:16]=[CH:15][CH:14]=[CH:13][N+:12]=2[O-:17])=[O:26])=[CH:5][CH:4]=1. Procedure details: The procedure employed is identical to that of Example 68 using 7 gm (0.028 mol) 2-(4-methoxyphenylmethylthio)pyridine N-oxide in 50 ml of chloroform and 5.6 gm (0.028 mol) MCPBA in 100 ml chloroform. The reactants are COC(=O)CCBr, CN(C)C=O, Fc1cc(F)cc(CN2CCN=C2S)c1, [K+], [OH-], O. Yields the product COC(=O)CCSC1=NCCN1Cc1cc(F)cc(F)c1. As a reaction SMILES: [CH3:19][O:20][C:21]([CH2:22][CH2:23][Br:24])=[O:25].[CH3:26][N:27]([CH3:28])[CH:29]=[O:30].[F:1][c:2]1[cH:3][c:4]([CH2:5][N:6]2[C:7]([SH:11])=[N:8][CH2:9][CH2:10]2)[cH:12][c:13]([F:15])[cH:14]1.[K+:17].[OH-:16].[OH2:18]>>[F:1][c:2]1[cH:3][c:4]([CH2:5][N:6]2[C:7]([S:11][CH2:23][CH2:22][C:21]([O:20][CH3:19])=[O:25])=[N:8][CH2:9][CH2:10]2)[cH:12][c:13]([F:15])[cH:14]1. Starting materials: Brc1cccc(C2OCCO2)c1, CC(C)(C)[O-], Cc1ccccc1, Nc1ccccn1, [Na+], c1ccc(P(c2ccccc2)c2ccc3ccccc3c2-c2c(P(c3ccccc3)c3ccccc3)ccc3ccccc23)cc1. Product: c1ccc(Nc2cccc(C3OCCO3)c2)nc1. Reaction SMILES: [Br:8][c:9]1[cH:10][c:11]([CH:15]2[O:16][CH2:17][CH2:18][O:19]2)[cH:12][cH:13][cH:14]1.[CH3:20][C:21]([CH3:22])([O-:23])[CH3:24].[CH3:72][c:73]1[cH:74][cH:75][cH:76][cH:77][cH:78]1.[NH2:1][c:2]1[n:3][cH:4][cH:5][cH:6][cH:7]1.[Na+:25].[cH:26]1[cH:27][cH:28][c:29]([P:30]([c:31]2[cH:32][cH:33][c:34]3[c:35]([cH:36][cH:37][cH:38][cH:39]3)[c:40]2-[c:41]2[c:42]3[c:43]([cH:44][cH:45][cH:46][cH:47]3)[cH:48][cH:49][c:50]2[P:51]([c:52]2[cH:53][cH:54][cH:55][cH:56][cH:57]2)[c:58]2[cH:59][cH:60][cH:61][cH:62][cH:63]2)[c:64]2[cH:65][cH:66][cH:67][cH:68][cH:69]2)[cH:70][cH:71]1>>[NH:1]([c:2]1[n:3][cH:4][cH:5][cH:6][cH:7]1)[c:9]1[cH:10][c:11]([CH:15]2[O:16][CH2:17][CH2:18][O:19]2)[cH:12][cH:13][cH:14]1. Reactants: C1=CN(C=N1)C(=O)N2C=CN=C2 (CDI), C(C1=CC=CC=C1)ON(C(CCC(=O)O)=O)CCCCCNC(CCC(N(CCCCCNC(=O)OC(C)(C)C)OCC1=CC=CC=C1)=O)=O (5,16-Bis (benzyloxy)-22-(tert-butoxycarbonyl)-4,12,15-trioxo-5,11,16,22-tetraazadocosanoic acid), Cl.Cl.C(C1=CC=CC=C1)ONCCCCCN (N-Benzyloxy-1,5-pentanediamine dihydrochloride). The solvent is C(Cl)Cl (CH2Cl2), C(Cl)Cl (CH2Cl2). Run at temperature 0 celsius, time 24 hour. The product is C(C)(C)(C)OC(=O)NCCCCCN(C(CCC(NCCCCCN(C(CCC(NCCCCCNOCC1=CC=CC=C1)=O)=O)OCC1=CC=CC=C1)=O)=O)OCC1=CC=CC=C1 (1-(tert-Butoxycarbonyl) -7,18,29-tris(benzyloxy)-8,11,19,22-tetraoxo-1,7,12,18,23,29-hexaazanonacosane). The yield is 89.8%. Reaction SMILES: C1N=CN(C(N2C=NC=C2)=O)C=1.[CH2:13]([O:20][N:21]([CH2:29][CH2:30][CH2:31][CH2:32][CH2:33][NH:34][C:35](=[O:62])[CH2:36][CH2:37][C:38](=[O:61])[N:39]([O:53][CH2:54][C:55]1[CH:60]=[CH:59][CH:58]=[CH:57][CH:56]=1)[CH2:40][CH2:41][CH2:42][CH2:43][CH2:44][NH:45][C:46]([O:48][C:49]([CH3:52])([CH3:51])[CH3:50])=[O:47])[C:22](=[O:28])[CH2:23][CH2:24][C:25](O)=[O:26])[C:14]1[CH:19]=[CH:18][CH:17]=[CH:16][CH:15]=1.Cl.Cl.[CH2:65]([O:72][NH:73][CH2:74][CH2:75][CH2:76][CH2:77][CH2:78][NH2:79])[C:66]1[CH:71]=[CH:70][CH:69]=[CH:68][CH:67]=1>C(Cl)Cl>[C:49]([O:48][C:46]([NH:45][CH2:44][CH2:43][CH2:42][CH2:41][CH2:40][N:39]([O:53][CH2:54][C:55]1[CH:56]=[CH:57][CH:58]=[CH:59][CH:60]=1)[C:38](=[O:61])[CH2:37][CH2:36][C:35](=[O:62])[NH:34][CH2:33][CH2:32][CH2:31][CH2:30][CH2:29][N:21]([O:20][CH2:13][C:14]1[CH:19]=[CH:18][CH:17]=[CH:16][CH:15]=1)[C:22](=[O:28])[CH2:23][CH2:24][C:25](=[O:26])[NH:79][CH2:78][CH2:77][CH2:76][CH2:75][CH2:74][NH:73][O:72][CH2:65][C:66]1[CH:71]=[CH:70][CH:69]=[CH:68][CH:67]=1)=[O:47])([CH3:51])([CH3:50])[CH3:52] |f:2.3.4|. Procedure: CDI (0.188 g, 1.16 mmol) was added to a solution of (10) (0.76 g, 1.09 mmol) in dry CH2Cl2 (45 mL). The solution was cooled to 0° C. after 1 hour and (6) (free amine, 0.240 g, 1.15 mmol) was added by cannula in CH2Cl2 (60 mL) over 5 minutes. The reaction was stirred at 0° C. to room temperature for 24 hours. Solvent was removed in vacuo and dilute brine (100 mL) was added to the residue. Extraction was carried out with EtOAc (5×75 mL), followed by washing with 50 mL of cold 0.5M citric acid, 5% ... Reactants: B, CC(C)=O, C1CCOC1, C1CCOC1, CC(Cc1ccc(OCCO)cc1)N1CC(c2cccc(Cl)n2)OCC1=O. The product is CC(Cc1ccc(OCCO)cc1)N1CCOC(c2cccc(Cl)n2)C1. Reaction SMILES: [BH3:42].[CH3:28][C:29](=[O:30])[CH3:31].[O:32]1[CH2:33][CH2:34][CH2:35][CH2:36]1.[O:37]1[CH2:38][CH2:39][CH2:40][CH2:41]1.[OH:1][CH2:2][CH2:3][O:4][c:5]1[cH:6][cH:7][c:8]([CH2:11][CH:12]([CH3:13])[N:14]2[CH2:15][CH:16]([c:21]3[n:22][c:23]([Cl:27])[cH:24][cH:25][cH:26]3)[O:17][CH2:18][C:19]2=[O:20])[cH:9][cH:10]1>>[OH:1][CH2:2][CH2:3][O:4][c:5]1[cH:6][cH:7][c:8]([CH2:11][CH:12]([CH3:13])[N:14]2[CH2:15][CH:16]([c:21]3[n:22][c:23]([Cl:27])[cH:24][cH:25][cH:26]3)[O:17][CH2:18][CH2:19]2)[cH:9][cH:10]1.